The task is: describe an organic reaction: reactants, conditions, products, and yield. This data is from the Open Reaction Database (ORD), a public repository of structured organic reaction records. Reactants: OC(CN1C2=NC=NC(=C2N=C1)Cl)C (9-(2-Hydroxy-1-propyl)-6-chloropurine), N (ammonia). Solvent: [Cl-].[NH4+] (ammonium chloride). The product is OC(CN1C2=NC=NC(=C2N=C1)N)C (9-(2-HYDROXY-1-PROPYL)ADENINE). Reaction SMILES: [OH:1][CH:2]([CH3:14])[CH2:3][N:4]1[CH:12]=[N:11][C:10]2[C:5]1=[N:6][CH:7]=[N:8][C:9]=2Cl.[NH3:15]>[Cl-].[NH4+]>[OH:1][CH:2]([CH3:14])[CH2:3][N:4]1[CH:12]=[N:11][C:10]2[C:5]1=[N:6][CH:7]=[N:8][C:9]=2[NH2:15] |f:2.3|. Reported procedure: 9-(2-Hydroxy-1-propyl)-6-chloropurine (I, 9 g, 42.5 mmol) was dissolved in saturated methanolic ammonia and ammonium chloride (50 mg). The mixture was heated at 130° in a bomb for 6 hr. The resulting solution was evaporated to dryness and recrystallized from ethanol/acetone. Yield=6.68 g of a colorless crystalline product (81%) mp 193°-194° uv (H2O; pH 5.5) λmax 260 nm TLC in CHl3 :MeOH (5:1) Rf 0.44 Reactants: NC1=C(C(=O)NN2CCOCC2)C=C(C=C1)Cl (2-Amino-5-chloro-N-morpholinobenzamide), C(=O)(Cl)Cl (phosgene). The solvent is Cl (hydrochloric acid). Procedure details: 23.5 g 2-Amino-5-chloro-N-morpholinobenzamide are dissolved in 500 cc 2N hydrochloric acid. A phosgene stream is passed through the solution for 1 hour. When the reaction is complete, the equipment is purged, after which the resulting material is suction filtered and washed with water. It is purified by crystallization from ethanol, M.P.=335° C. The product is ClC=1C=C2C(N(C(NC2=CC1)=O)N1CCOCC1)=O (6-chloro-3-morpholino(1H,3H)quinazoline-2,4-dione). Reaction SMILES: [NH2:1][C:2]1[CH:16]=[CH:15][C:14]([Cl:17])=[CH:13][C:3]=1[C:4]([NH:6][N:7]1[CH2:12][CH2:11][O:10][CH2:9][CH2:8]1)=[O:5].[C:18](Cl)(Cl)=[O:19]>Cl>[Cl:17][C:14]1[CH:13]=[C:3]2[C:2](=[CH:16][CH:15]=1)[NH:1][C:18](=[O:19])[N:6]([N:7]1[CH2:8][CH2:9][O:10][CH2:11][CH2:12]1)[C:4]2=[O:5]. Reactants: [Cl-], COc1ccc2nc(S(C)(=O)=O)ccc2c1Sc1ccc(F)cc1, [Li+], CN(C)C=O. Yields the product CS(=O)(=O)c1ccc2c(Sc3ccc(F)cc3)c(O)ccc2n1. Reaction SMILES: [Cl-:25].[F:1][c:2]1[cH:3][cH:4][c:5]([S:8][c:9]2[c:10]3[cH:11][cH:12][c:13]([S:21](=[O:22])(=[O:23])[CH3:24])[n:14][c:15]3[cH:16][cH:17][c:18]2[O:19][CH3:20])[cH:6][cH:7]1.[Li+:26].[O:27]=[CH:28][N:29]([CH3:30])[CH3:31]>>[F:1][c:2]1[cH:3][cH:4][c:5]([S:8][c:9]2[c:10]3[cH:11][cH:12][c:13]([S:21](=[O:22])(=[O:23])[CH3:24])[n:14][c:15]3[cH:16][cH:17][c:18]2[OH:19])[cH:6][cH:7]1. The reactants are [Br-], COCCOCCN(CCOCCOC)CCOCCOC, CC(C)(C)OC(=O)NC1CCC(C=O)CC1, c1ccc([P+](c2ccccc2)(c2ccccc2)C2CC2)cc1, [Cl-], [H-], [NH4+], [Na+], C1CCOC1. Product: CC(C)(C)OC(=O)NC1CCC(C=C2CC2)CC1. As a reaction SMILES: [Br-:3].[CH3:42][O:43][CH2:44][CH2:45][O:46][CH2:47][CH2:48][N:49]([CH2:50][CH2:51][O:52][CH2:53][CH2:54][O:55][CH3:56])[CH2:57][CH2:58][O:59][CH2:60][CH2:61][O:62][CH3:63].[CH:26](=[O:27])[CH:28]1[CH2:29][CH2:30][CH:31]([NH:34][C:35]([O:36][C:37]([CH3:38])([CH3:39])[CH3:40])=[O:41])[CH2:32][CH2:33]1.[CH:4]1([P+:7]([c:8]2[cH:9][cH:10][cH:11][cH:12][cH:13]2)([c:14]2[cH:15][cH:16][cH:17][cH:18][cH:19]2)[c:20]2[cH:21][cH:22][cH:23][cH:24][cH:25]2)[CH2:5][CH2:6]1.[Cl-:64].[H-:1].[NH4+:65].[Na+:2].[O:66]1[CH2:67][CH2:68][CH2:69][CH2:70]1>>[C:4]1(=[CH:26][CH:28]2[CH2:29][CH2:30][CH:31]([NH:34][C:35]([O:36][C:37]([CH3:38])([CH3:39])[CH3:40])=[O:41])[CH2:32][CH2:33]2)[CH2:5][CH2:6]1. The reactants are ClC=1C=C(C=CC1)C(=CC1=CC=CC=C1)C=1N=CNC1 (4-(1-(3-chlorophenyl)-2-phenylvinyl)-1H-imidazole). The reagents and catalysts are [Pd] (Pd/C). Run in CCO (EtOH). Product: C1(=CC=CC=C1)C(CC1=CC=CC=C1)C=1N=CNC1 (4-(1,2-diphenylethyl)-1H imidazole), AGN217242. As a reaction SMILES: Cl[C:2]1[CH:3]=[C:4]([C:8]([C:16]2[N:17]=[CH:18][NH:19][CH:20]=2)=[CH:9][C:10]2[CH:15]=[CH:14][CH:13]=[CH:12][CH:11]=2)[CH:5]=[CH:6][CH:7]=1>CCO.[Pd]>[C:4]1([CH:8]([C:16]2[N:17]=[CH:18][NH:19][CH:20]=2)[CH2:9][C:10]2[CH:15]=[CH:14][CH:13]=[CH:12][CH:11]=2)[CH:3]=[CH:2][CH:7]=[CH:6][CH:5]=1. Reported procedure: A mixture of 4-(1-(3-chlorophenyl)-2-phenylvinyl)-1H-imidazole (AGN-216677) (35 mg) in EtOH (10 mL) was reduced by the action of 10% Pd/C (20 mg) under H2 atmosphere for l6 h at rt. The mixture was filtered through Celite and freed of solvent under reduced pressure. The residue was purified by chromatography on silica gel with 5% NH3-MeOH: CH2Cl2 to give 4-(1,2-diphenylethyl)-1H imidazole as a solid, (31 mg), AGN217242. 1H NMR (300 MHz, CD3OD): δ 7.38 (s, 1H), 7.10-7.26 (m, 8H), 7.08 (s, 1H), 4.... Starting materials: O=C([O-])[O-], Cn1cc(-c2cnc3c(c2)c(-c2cncc(N4CCN(C(=O)OC(C)(C)C)CC4)n2)cn3S(=O)(=O)c2ccccc2)cn1, CO, ClCCl, [K+], [K+]. Product: Cn1cc(-c2cnc3[nH]cc(-c4cncc(N5CCN(C(=O)OC(C)(C)C)CC5)n4)c3c2)cn1. As a reaction SMILES: [C:44](=[O:45])([O-:46])[O-:47].[CH3:1][n:2]1[n:3][cH:4][c:5](-[c:7]2[cH:8][c:9]3[c:10]([n:11][cH:12]2)[n:13]([S:35]([c:36]2[cH:37][cH:38][cH:39][cH:40][cH:41]2)(=[O:42])=[O:43])[cH:14][c:15]3-[c:16]2[cH:17][n:18][cH:19][c:20]([N:22]3[CH2:23][CH2:24][N:25]([C:28](=[O:29])[O:30][C:31]([CH3:32])([CH3:33])[CH3:34])[CH2:26][CH2:27]3)[n:21]2)[cH:6]1.[CH3:50][OH:51].[Cl:52][CH2:53][Cl:54].[K+:48].[K+:49]>>[CH3:1][n:2]1[n:3][cH:4][c:5](-[c:7]2[cH:8][c:9]3[c:10]([n:11][cH:12]2)[nH:13][cH:14][c:15]3-[c:16]2[cH:17][n:18][cH:19][c:20]([N:22]3[CH2:23][CH2:24][N:25]([C:28](=[O:29])[O:30][C:31]([CH3:32])([CH3:33])[CH3:34])[CH2:26][CH2:27]3)[n:21]2)[cH:6]1.